Dataset: the Open Reaction Database (ORD), a public repository of structured organic reaction records. Task: describe an organic reaction: reactants, conditions, products, and yield As a reaction SMILES: [CH3:1][C:2]([C:4]1[CH:9]=[C:8]([O:10][CH2:11][C:12]2[CH:17]=[CH:16][CH:15]=[CH:14][CH:13]=2)[CH:7]=[CH:6][C:5]=1[OH:18])=O.[CH3:19][O:20][C:21]1[CH:30]=[CH:29][C:24]([C:25](=O)[CH2:26]Br)=[CH:23][CH:22]=1.C(=O)([O-])[O-].[K+].[K+]>CC(C)=O>[CH3:19][O:20][C:21]1[CH:30]=[CH:29][C:24]([CH2:25][C:26]2[O:18][C:5]3[CH:6]=[CH:7][C:8]([O:10][CH2:11][C:12]4[CH:17]=[CH:16][CH:15]=[CH:14][CH:13]=4)=[CH:9][C:4]=3[C:2]=2[CH3:1])=[CH:23][CH:22]=1 |f:2.3.4|. Yield: 93.2%. Procedure details: A mixture of 2-hydroxy-5-benzyloxyacetophenone (93 g, 380 mmoles), p-methoxyphenacyl bromide (88 g, 384 mmoles) and potassium carbonate (106 g, 768 mmoles) in acetone (1.5 L) was refluxed for 46 hours. The reaction mixture was cooled and filtered. The filtrate was evaporated in vacuo. The residue was chromatographed on silica gel using 10% ethylacetate in hexane as eluent to yield (127 g, 89%) of 2-(p-methoxybenzyl)-3-methyl-5-benzyloxybenzofuran, E48. Solvent: CC(=O)C (acetone). The product is COC1=CC=C(CC=2OC3=C(C2C)C=C(C=C3)OCC3=CC=CC=C3)C=C1 (2-(p-methoxybenzyl)-3-methyl-5-benzyloxybenzofuran). The reactants are CC(=O)C1=C(C=CC(=C1)OCC2=CC=CC=C2)O (2-hydroxy-5-benzyloxyacetophenone), COC1=CC=C(C(CBr)=O)C=C1 (p-methoxyphenacyl bromide), C([O-])([O-])=O.[K+].[K+] (potassium carbonate). Reactants: N[C@@H](CC(=O)O)C(N)=O (L-isoasparagine), C(C1=NC2=CC=CC=C2C=C1)(=O)O (quinaldic acid), N-hydroxysuccinamide ester, solid, C([O-])(O)=O (bicarbonate), Cl (HCl). Run in O (H2O), CN(C=O)C (dimethylformamide), COCCOC (ethylene glycol dimethylether). Yields the product N1=C(C=CC2=CC=CC=C12)C(=O)N[C@@H](CC(=O)O)C(N)=O (N-(2-quinolinylcarbonyl)-L-isoasparagine). Yield: 69.1%. RXN SMILES: [NH2:1][C@H:2]([C:7](=[O:9])[NH2:8])[CH2:3][C:4]([OH:6])=[O:5].C(=O)(O)[O-].[C:14](O)(=[O:25])[C:15]1[CH:24]=[CH:23][C:22]2[C:17](=[CH:18][CH:19]=[CH:20][CH:21]=2)[N:16]=1.Cl>O.COCCOC.CN(C)C=O>[N:16]1[C:17]2[C:22](=[CH:21][CH:20]=[CH:19][CH:18]=2)[CH:23]=[CH:24][C:15]=1[C:14]([NH:1][C@H:2]([C:7](=[O:9])[NH2:8])[CH2:3][C:4]([OH:6])=[O:5])=[O:25]. Reported procedure: To a solution of 0.50 g (3.78 mmol) of L-isoasparagine in 5.0 mL H2O containing~45 mg (1.5 eq) of solid bicarbonate. To this was added a suspension of 1.02 g (3.78 mmol) quinaldic acid, N-hydroxysuccinamide ester in ethylene glycol dimethylether, and the suspension was solubilized by the addition of 10 mL of dimethylformamide. After 3 hours the solution was acidified by the addition of 5% HCl (aqueous) and the product was filtered and washed with water, dried under vacuum to yield 750 mg (70% yi...